From a dataset of the Open Reaction Database (ORD), a public repository of structured organic reaction records. describe an organic reaction: reactants, conditions, products, and yield Reactants: ice water, P(=O)(Cl)(Cl)Cl (phosphorous oxychloride), C(C1=CC=CC=C1)OC1=CC=C2C(=C(C=NC2=C1)[N+](=O)[O-])O (7-benzyloxy-3-nitroquinolin-4-ol). Solvent: ClCCl (dichloromethane), CN(C=O)C (DMF), CN(C=O)C (N,N-Dimethylformamide). Reaction conditions: temperature 100 celsius, time 25 minute. Product: C(C1=CC=CC=C1)OC1=CC=C2C(=C(C=NC2=C1)[N+](=O)[O-])Cl (7-benzyloxy-4-chloro-3-nitroquinoline). The yield is 94.2%. Reaction SMILES: P(Cl)(Cl)([Cl:3])=O.[CH2:6]([O:13][C:14]1[CH:23]=[C:22]2[C:17]([C:18](O)=[C:19]([N+:24]([O-:26])=[O:25])[CH:20]=[N:21]2)=[CH:16][CH:15]=1)[C:7]1[CH:12]=[CH:11][CH:10]=[CH:9][CH:8]=1>CN(C)C=O.ClCCl>[CH2:6]([O:13][C:14]1[CH:23]=[C:22]2[C:17]([C:18]([Cl:3])=[C:19]([N+:24]([O-:26])=[O:25])[CH:20]=[N:21]2)=[CH:16][CH:15]=1)[C:7]1[CH:12]=[CH:11][CH:10]=[CH:9][CH:8]=1. Procedure details: N,N-Dimethylformamide (DMF) (100 mL) was cooled to 0° C., and phosphorous oxychloride (27.5 mL, 0.295 mol) was added dropwise. The resulting solution was stirred for 25 minutes and then added dropwise to a mixture of 7-benzyloxy-3-nitroquinolin-4-ol (72.87 g, 0.2459 mol) in DMF (400 mL). Following the addition, the reaction was heated at 100° C. for 5 minutes, cooled to ambient temperature, and poured into ice water with stirring. A tan precipitate formed, which was isolated by filtration and di... Starting materials: compound, ClC=1C=C(C=C(C1)F)C1=CC(=NN1C1=NC=CC=C1)C(=O)O (5-(3-Chloro-5-fluorophenyl)-1-(pyridin-2-yl)-1H-pyrazole-3-carboxylic acid), Cl.FC(C1=NC=CC(=C1)NN)(F)F (2-trifluoromethylpyridin-4-yl-hydrazine hydrochloride). Product: ClC=1C=C(C=C(C1)F)C1=CC(=NN1C1=CC(=NC=C1)C(F)(F)F)C(=O)O (5-(3-Chloro-5-fluorophenyl)-1-(2-trifluoromethylpyridin-4-yl)-1H-pyrazole-3-carboxylic acid). Reaction SMILES: [Cl:1][C:2]1[CH:3]=[C:4]([C:9]2N(C3C=CC=CN=3)N=[C:11]([C:20]([OH:22])=[O:21])[CH:10]=2)[CH:5]=[C:6]([F:8])[CH:7]=1.Cl.[F:24][C:25]([F:35])([F:34])[C:26]1[CH:31]=[C:30]([NH:32][NH2:33])[CH:29]=[CH:28][N:27]=1>>[Cl:1][C:2]1[CH:3]=[C:4]([C:9]2[N:32]([C:30]3[CH:29]=[CH:28][N:27]=[C:26]([C:25]([F:24])([F:34])[F:35])[CH:31]=3)[N:33]=[C:11]([C:20]([OH:22])=[O:21])[CH:10]=2)[CH:5]=[C:6]([F:8])[CH:7]=1 |f:1.2|. Reported procedure: 500 mg (1.53 mmol) of the compound of Example 1A is reacted analogously to the synthesis of the compound of Example 20A with 358 mg (1.68 mmol) of 2-trifluoromethylpyridin-4-yl-hydrazine hydrochloride. After hydrolysis, 444 mg (75% of theory) of the title compound is obtained. Starting materials: ClC1=C(C=CC(=C1)Cl)C1=C(C=C(C(N1)=O)C(=O)O)C1=CC=C(C=C1)Cl (6-(2,4-dichlorophenyl)-5-(4-chlorophenyl)-2-oxo-1,2-dihydropyridine-3-carboxylic acid), CO (methanol). Run at time 72 hour. The product is ClC1=C(C=CC(=C1)Cl)C1=C(C=C(C(N1)=O)C(=O)OC)C1=CC=C(C=C1)Cl (methyl 6-(2,4-dichlorophenyl)-5-(4-chlorophenyl)-2-oxo-1,2-dihydropyridine-3-carboxylate). Reaction SMILES: [Cl:1][C:2]1[CH:7]=[C:6]([Cl:8])[CH:5]=[CH:4][C:3]=1[C:9]1[NH:14][C:13](=[O:15])[C:12]([C:16]([OH:18])=[O:17])=[CH:11][C:10]=1[C:19]1[CH:24]=[CH:23][C:22]([Cl:25])=[CH:21][CH:20]=1.[CH3:26]O>>[Cl:1][C:2]1[CH:7]=[C:6]([Cl:8])[CH:5]=[CH:4][C:3]=1[C:9]1[NH:14][C:13](=[O:15])[C:12]([C:16]([O:18][CH3:26])=[O:17])=[CH:11][C:10]=1[C:19]1[CH:20]=[CH:21][C:22]([Cl:25])=[CH:23][CH:24]=1. Procedure details: Into a suspension of 6-(2,4-dichlorophenyl)-5-(4-chlorophenyl)-2-oxo-1,2-dihydropyridine-3-carboxylic acid (3.5 g, 8.7 mmol) from Example 32, Step A in methanol (350 mL) was bubbled HCl gas until the resulting solution was saturated. The mixture was stirred at rt for 72 h. The reaction was concentrated in vacuo, made basic with saturated sodium carbonate solution, and extracted twice with methylene chloride. The organic layers were washed with a portion of brine and the combined organic layers w...